Dataset: the Open Reaction Database (ORD), a public repository of structured organic reaction records. Task: describe an organic reaction: reactants, conditions, products, and yield The reactants are BrC1=C(C=C(C=C1)F)O (2-bromo-5-fluorophenol), [H-].[Na+] (sodium hydride), IC (iodomethane). Run in CN(C)C=O (DMF), C(C)(=O)OCC (ethyl acetate). Reaction conditions: temperature 60 celsius, time 16 hour. Product: BrC1=C(C=C(C=C1)F)OC (1-bromo-4-fluoro-2-methoxybenzene). As a reaction SMILES: [Br:1][C:2]1[CH:7]=[CH:6][C:5]([F:8])=[CH:4][C:3]=1[OH:9].[H-].[Na+].I[CH3:13]>CN(C=O)C.C(OCC)(=O)C>[Br:1][C:2]1[CH:7]=[CH:6][C:5]([F:8])=[CH:4][C:3]=1[O:9][CH3:13] |f:1.2|. Procedure details: A mixture of 2-bromo-5-fluorophenol (2 mL, 17.8 mmol)), sodium hydride (0.5 g, 20.8 mmol) and iodomethane (5 mL, 82 mmol) in DMF (20 mL) was heated to 60° C., stirred for 16 hours, diluted with ethyl acetate (100 mL), washed sequentially with 1M HCl, water, and brine, dried (MgSO4), filtered, and concentrated to provide the desired product.